From a dataset of the Open Reaction Database (ORD), a public repository of structured organic reaction records. describe an organic reaction: reactants, conditions, products, and yield Reactants: CC(C)(C)OC(=O)N1CCC(Oc2cc([N+](=O)[O-])cc(C(F)(F)F)c2)CC1, CO. The product is CC(C)(C)OC(=O)N1CCC(Oc2cc(N)cc(C(F)(F)F)c2)CC1. Reaction SMILES: [C:1](=[O:2])([O:3][C:4]([CH3:5])([CH3:6])[CH3:7])[N:8]1[CH2:9][CH2:10][CH:11]([O:14][c:15]2[cH:16][c:17]([N+:25]([O-:26])=[O:27])[cH:18][c:19]([C:21]([F:22])([F:23])[F:24])[cH:20]2)[CH2:12][CH2:13]1.[CH3:28][OH:29]>>[C:1](=[O:2])([O:3][C:4]([CH3:5])([CH3:6])[CH3:7])[N:8]1[CH2:9][CH2:10][CH:11]([O:14][c:15]2[cH:16][c:17]([NH2:25])[cH:18][c:19]([C:21]([F:22])([F:23])[F:24])[cH:20]2)[CH2:12][CH2:13]1.